This data is from the Open Reaction Database (ORD), a public repository of structured organic reaction records. The task is: describe an organic reaction: reactants, conditions, products, and yield Conditions: time 8 hour. Reaction SMILES: [ClH:1].O1CCOCC1.[CH2:8]([N:15]1[CH2:20][CH2:19][CH2:18][CH:17]([NH:21]C(=O)OC(C)(C)C)[CH2:16]1)[C:9]1[CH:14]=[CH:13][CH:12]=[CH:11][CH:10]=1>O1CCCC1>[ClH:1].[ClH:1].[CH2:8]([N:15]1[CH2:20][CH2:19][CH2:18][CH:17]([NH2:21])[CH2:16]1)[C:9]1[CH:10]=[CH:11][CH:12]=[CH:13][CH:14]=1 |f:0.1,4.5.6|. The solvent is O1CCCC1 (tetrahydrofuran). Isolated yield 95.0%. The reactants are Cl.O1CCOCC1 (hydrochloric acid 1,4-dioxane), C(C1=CC=CC=C1)N1CC(CCC1)NC(OC(C)(C)C)=O (tert-butyl 1-benzyl-3-piperidinylcarbamate). Reported procedure: A 4N-hydrochloric acid/1,4-dioxane solution (4 ml) was added to a solution of tert-butyl 1-benzyl-3-piperidinylcarbamate (0.448 g, 1.54 mmol) in tetrahydrofuran (4 ml) and stirred overnight. After the solvent was distilled off under reduced pressure, diethyl ether was added to the residue to precipitate a solid, and the supernatant was decanted and then dried under reduced pressure to obtain 1-benzyl-3-piperidinamine dihydrochloride (0.384 g, 95%). Yields the product Cl.Cl.C(C1=CC=CC=C1)N1CC(CCC1)N (1-benzyl-3-piperidinamine dihydrochloride). Starting materials: CC1=CSC(=N1)N, C1=CC(=NC(=C1)Br)C(=O)O. Reagents/catalysts: CC(C)(C)[O-].[Na+], CC(C)C1=CC(=C(C(=C1)C(C)C)C2=CC=CC=C2P(C3CCCCC3)C4CCCCC4)C(C)C, C1=CC=C(C=C1)/C=C/C(=O)/C=C/C2=CC=CC=C2.C1=CC=C(C=C1)/C=C/C(=O)/C=C/C2=CC=CC=C2.C1=CC=C(C=C1)/C=C/C(=O)/C=C/C2=CC=CC=C2.[Pd].[Pd]. Run in CC1=CC=CC=C1. Run at temperature 110 celsius. The product is CC1=CSC(=N1)NC2=CC=CC(=N2)C(=O)O. The yield is 0.0%. Procedure details: _The aim of this reaction is to synthesize material to check some ideas for route development and see if 'normal' Buchwald conditions is applicable here. IPC.s were taken and the reaction was monitored either by LCMS or HNMR (a crude sample dissolved in DMSO)._  19/11-2015  14:00  A dried 250 mL rb-flask under nitrogen atmosphere was charged with 4-methylthiazol-2-amine (C0033995, BT250061) (6.61 g, 57.92 mmol), 6-bromopicolinic acid (C0013377, BT249846) (11.7 g, 57.92 mmol), TRIS(DIBENZYLIDENEA... Starting materials: C(C)(C)(C)OC([C@H]1N(CCC1)C([C@H](NC(=O)OC(C)(C)C)CSCC1=CC=C(C=C1)OC)=O)=O (N-tert-butyloxycarbonyl-S-p-methoxybenzyl-D-cysteinyl-L-proline tert-butyl ester), C1(=CC=CC=C1)OC (anisole), FC(S(=O)(=O)O)(F)F (trifluoromethane sulfonic acid). Solvent: ClCCl (dichloromethane). Reaction conditions: time 30 minute. Yields the product C(C)(=O)O.N[C@H](CS)C(=O)N1[C@H](C(=O)O)CCC1 (D-Cysteinyl-L-proline acetate). Reaction SMILES: C([O:5][C:6](=[O:34])[C@@H:7]1[CH2:11][CH2:10][CH2:9][N:8]1[C:12](=[O:33])[C@@H:13]([CH2:22][S:23]CC1C=CC(OC)=CC=1)[NH:14]C(OC(C)(C)C)=O)(C)(C)C.C1(OC)C=CC=CC=1.FC(F)(F)S(O)(=O)=O>ClCCl>[C:6]([OH:34])(=[O:5])[CH3:7].[NH2:14][C@@H:13]([C:12]([N:8]1[CH2:9][CH2:10][CH2:11][C@H:7]1[C:6]([OH:34])=[O:5])=[O:33])[CH2:22][SH:23] |f:4.5|. Reported procedure: To a solution of N-tert-butyloxycarbonyl-S-p-methoxybenzyl-D-cysteinyl-L-proline tert-butyl ester (1.8 g) and anisole (4.4 ml) in dichloromethane (8 ml) chilled in an ice bath, trifluoromethane sulfonic acid (6.0 g) is added. The ice bath is removed and the mixture is stirred at room temperature for 30 minutes. The dichloromethane is removed in vacuo and the residue is triturated with hexane (2 × 200 ml). The residue is dissolved in water and extracted twice with ether. The aqueous phase is appl... Reactants: ClC1=NC2=CC=C(C=C2N=C1N(C)C(C)C)C(=O)OC (methyl 2-chloro-3-(isopropyl(methyl)amino)quinoxaline-6-carboxylate), N1C=NC2=C1C=CC=C2 (1H-benzo[d]imidazole), C(=O)(C)O[K] (AcOK). Reagents/catalysts: C=1C=CC(=CC1)[P](C=2C=CC=CC2)(C=3C=CC=CC3)[Pd]([P](C=4C=CC=CC4)(C=5C=CC=CC5)C=6C=CC=CC6)([P](C=7C=CC=CC7)(C=8C=CC=CC8)C=9C=CC=CC9)[P](C=1C=CC=CC1)(C=1C=CC=CC1)C=1C=CC=CC1 (Pd(PPh3)4). Run at temperature 170 celsius, time 3 hour. Product: N1(C=NC2=C1C=CC=C2)C2=NC1=CC=C(C=C1N=C2N(C)C(C)C)C(=O)O (2-(1H-benzo[d]imidazol-1-yl)-3-(isopropyl(methyl)amino)quinoxaline-6-carboxylic acid). The yield is 7.3%. As a reaction SMILES: Cl[C:2]1[C:11]([N:12]([CH:14]([CH3:16])[CH3:15])[CH3:13])=[N:10][C:9]2[C:4](=[CH:5][CH:6]=[C:7]([C:17]([O:19]C)=[O:18])[CH:8]=2)[N:3]=1.[NH:21]1[C:25]2[CH:26]=[CH:27][CH:28]=[CH:29][C:24]=2[N:23]=[CH:22]1.C(O[K])(C)=O>C1C=CC([P]([Pd]([P](C2C=CC=CC=2)(C2C=CC=CC=2)C2C=CC=CC=2)([P](C2C=CC=CC=2)(C2C=CC=CC=2)C2C=CC=CC=2)[P](C2C=CC=CC=2)(C2C=CC=CC=2)C2C=CC=CC=2)(C2C=CC=CC=2)C2C=CC=CC=2)=CC=1>[N:21]1([C:2]2[C:11]([N:12]([CH:14]([CH3:16])[CH3:15])[CH3:13])=[N:10][C:9]3[C:4](=[CH:5][CH:6]=[C:7]([C:17]([OH:19])=[O:18])[CH:8]=3)[N:3]=2)[C:25]2[CH:26]=[CH:27][CH:28]=[CH:29][C:24]=2[N:23]=[CH:22]1 |^1:38,40,59,78|. Procedure details: The mixture of methyl 2-chloro-3-(isopropyl(methyl)amino)quinoxaline-6-carboxylate (200 mg, 0.68 mmol), 1H-benzo[d]imidazole (500 mg, 4.24 mmol), AcOK (200 mg, 2.05 mmol) and Pd(PPh3)4 (39 mg, 0.03 mmol) was stirred for 3 h at 170° C. and then purified by silica gel chromatography eluting with 2%-5% methanol in dichloromethane to afford 2-(1H-benzo[d]imidazol-1-yl)-3-(isopropyl(methyl)amino)quinoxaline-6-carboxylic acid as a yellow solid (18.0 mg, 7%). Starting materials: FC=1C=C(C(=O)OC)C=C(C1OC)O (methyl 3-fluoro-5-hydroxy-4-(methyloxy)benzoate), C([O-])([O-])=O.[Cs+].[Cs+] (cesium carbonate), C(C1=CC=CC=C1)Br (benzyl bromide). Solvent: CN(C)C=O (DMF). Reaction conditions: time 12 hour. Product: FC=1C=C(C(=O)OC)C=C(C1OC)OCC1=CC=CC=C1 (methyl 3-fluoro-4-(methyloxy)-5-[(phenylmethyl)oxy]benzoate). Yield: 67.4%. Reaction SMILES: [F:1][C:2]1[CH:3]=[C:4]([CH:9]=[C:10]([OH:14])[C:11]=1[O:12][CH3:13])[C:5]([O:7][CH3:8])=[O:6].C(=O)([O-])[O-].[Cs+].[Cs+].[CH2:21](Br)[C:22]1[CH:27]=[CH:26][CH:25]=[CH:24][CH:23]=1>CN(C=O)C>[F:1][C:2]1[CH:3]=[C:4]([CH:9]=[C:10]([O:14][CH2:21][C:22]2[CH:27]=[CH:26][CH:25]=[CH:24][CH:23]=2)[C:11]=1[O:12][CH3:13])[C:5]([O:7][CH3:8])=[O:6] |f:1.2.3|. Procedure details: To a solution of methyl 3-fluoro-5-hydroxy-4-(methyloxy)benzoate (3.63 g, 18.1 mmol.) in DMF (25 mL) was added cesium carbonate (8.9 g, 27.2 mmol.) followed by benzyl bromide (2.8 mL, 23.6 mmol.) and the mixture was stirred at room temperature over 12 hours. The mixture was then partitioned with ethyl ether and water and the organic phase washed with water (3×) then saturated aqueous sodium chloride and dried over anhydrous magnesium sulfate. Filtration and concentration followed by purification... The reactants are CC(=O)[O-], CCO, CCn1ncc2c(NC3CC3)c(C=O)cnc21, Cl, NO, [Na+]. Yields the product CCn1ncc2c(NC3CC3)c(C=NO)cnc21. Reaction SMILES: [CH3:22][C:23](=[O:24])[O-:25].[CH3:26][CH2:27][OH:28].[CH:1]1([NH:4][c:5]2[c:6]3[c:7]([n:8][cH:9][c:10]2[CH:11]=[O:12])[n:13]([CH2:16][CH3:17])[n:14][cH:15]3)[CH2:2][CH2:3]1.[ClH:18].[NH2:19][OH:20].[Na+:21]>>[CH:1]1([NH:4][c:5]2[c:6]3[c:7]([n:8][cH:9][c:10]2[CH:11]=[N:19][OH:20])[n:13]([CH2:16][CH3:17])[n:14][cH:15]3)[CH2:2][CH2:3]1.